From a dataset of the Open Reaction Database (ORD), a public repository of structured organic reaction records. describe an organic reaction: reactants, conditions, products, and yield Reactants: C1COCCO1, CCCCc1nc(CO)c(CO)[nH]1, CCO, O=C1CCC(=O)N1Cl. Product: CCCCc1nc(Cl)c(CO)[nH]1. As a reaction SMILES: [CH2:25]1[O:26][CH2:27][CH2:28][O:29][CH2:30]1.[CH2:9]([CH2:10][CH2:11][CH3:12])[c:13]1[nH:14][c:15]([CH2:20][OH:21])[c:16]([CH2:18][OH:19])[n:17]1.[CH3:22][CH2:23][OH:24].[Cl:1][N:2]1[C:3](=[O:4])[CH2:5][CH2:6][C:7]1=[O:8]>>[Cl:1][c:16]1[c:15]([CH2:20][OH:21])[nH:14][c:13]([CH2:9][CH2:10][CH2:11][CH3:12])[n:17]1. The reactants are CCN(C(C)C)C(C)C, O=C(O)c1ccccc1-c1ccc2[nH]c(COc3ccc(C(F)(F)F)cc3)nc2c1, NCCO, CN(C)C=O. Product: O=C(NCCO)c1ccccc1-c1ccc2[nH]c(COc3ccc(C(F)(F)F)cc3)nc2c1. RXN SMILES: [CH:31]([N:32]([CH2:33][CH3:34])[CH:35]([CH3:36])[CH3:37])([CH3:38])[CH3:39].[F:1][C:2]([c:3]1[cH:4][cH:5][c:6]([O:7][CH2:8][c:9]2[n:10][c:11]3[c:12]([nH:13]2)[cH:14][cH:15][c:16](-[c:18]2[c:19]([C:20](=[O:21])[OH:22])[cH:23][cH:24][cH:25][cH:26]2)[cH:17]3)[cH:27][cH:28]1)([F:29])[F:30].[NH2:40][CH2:41][CH2:42][OH:43].[O:44]=[CH:45][N:46]([CH3:47])[CH3:48]>>[F:1][C:2]([c:3]1[cH:4][cH:5][c:6]([O:7][CH2:8][c:9]2[n:10][c:11]3[c:12]([nH:13]2)[cH:14][cH:15][c:16](-[c:18]2[c:19]([C:20](=[O:21])[NH:40][CH2:41][CH2:42][OH:43])[cH:23][cH:24][cH:25][cH:26]2)[cH:17]3)[cH:27][cH:28]1)([F:29])[F:30]. Reactants: C(C)OC(=O)[C@H]1[C@@H]2C[C@H]([C@]([C@H]12)(C(=O)OCC1=CC=CC=C1)N=[N+]=[N-])O ((1S,2R,3R,5R,6S)-2-azido-3-hydroxy-bicyclo [3.1.0]hexane-2,6-dicarboxylic acid 2-benzyl ester 6-ethyl ester). Reagents/catalysts: [Pd] (Pd/C). The solvent is CC(=O)O (HOAc), O (H2O). Conditions: temperature 23 celsius. Product: N[C@@]1([C@@H]2[C@H]([C@@H]2C[C@H]1O)C(=O)O)C(=O)O ((1S,2R,3R,5R,6S)-2-amino-3-hydroxy-bicyclo [3.1.0]hexane-2,6-dicarboxylic acid). The yield is 86.8%. As a reaction SMILES: C([O:3][C:4]([C@@H:6]1[C@@H:11]2[C@H:7]1[CH2:8][C@@H:9]([OH:25])[C@@:10]2([N:22]=[N+]=[N-])[C:12]([O:14]CC1C=CC=CC=1)=[O:13])=[O:5])C>CC(O)=O.O.[Pd]>[NH2:22][C@@:10]1([C:12]([OH:14])=[O:13])[C@H:9]([OH:25])[CH2:8][C@@H:7]2[C@H:11]1[C@H:6]2[C:4]([OH:5])=[O:3]. Procedure details: A solution of (1S,2R,3R,5R,6S)-2-azido-3-hydroxy-bicyclo [3.1.0]hexane-2,6-dicarboxylic acid 2-benzyl ester 6-ethyl ester (VII-1) (1.55 g, 4.49 mmol) in HOAc (20 mL) and H2O (5 mL) was hydrogenated in the presence of Pd/C (100 mg, 10% Pd/C) at 23° C. for 18 h. The catalyst was removed by filtration, the filter cake washed with 50% aqueous acetic acid. After removal of the solvent in vacuum, the beige residue was refluxed in 10% HCl (55 mL) for 4 h. The solution was cooled to 23° C., filtered, wa...